Dataset: the Open Reaction Database (ORD), a public repository of structured organic reaction records. Task: describe an organic reaction: reactants, conditions, products, and yield Starting materials: COC(=O)C=1C=C2C(=CN=NC2=C(C1NC1=C(C=C(C=C1)Br)F)F)Cl (7-(4-bromo-2-fluorophenylamino)-4-chloro-8-fluoro-cinnoline-6-carboxylic acid methyl ester), N (NH3), N (NH3). Run in CO (MeOH), CO (MeOH), CCOC(=O)C (EtOAc). The product is COC(=O)C=1C=C2C(=CN=NC2=C(C1NC1=C(C=C(C=C1)Br)F)F)N (4-amino-7-(4-bromo-2-fluorophenylamino)-8-fluoro-cinnoline-6-carboxylic acid methyl ester). RXN SMILES: [CH3:1][O:2][C:3]([C:5]1[CH:6]=[C:7]2[C:12](=[C:13]([F:24])[C:14]=1[NH:15][C:16]1[CH:21]=[CH:20][C:19]([Br:22])=[CH:18][C:17]=1[F:23])[N:11]=[N:10][CH:9]=[C:8]2Cl)=[O:4].[NH3:26]>CO.CCOC(C)=O>[CH3:1][O:2][C:3]([C:5]1[CH:6]=[C:7]2[C:12](=[C:13]([F:24])[C:14]=1[NH:15][C:16]1[CH:21]=[CH:20][C:19]([Br:22])=[CH:18][C:17]=1[F:23])[N:11]=[N:10][CH:9]=[C:8]2[NH2:26])=[O:4]. Procedure details: A solution of 7-(4-bromo-2-fluorophenylamino)-4-chloro-8-fluoro-cinnoline-6-carboxylic acid methyl ester (1.00 equiv.) in saturated NH3 in MeOH is refluxed for 16 hours. Additional saturated NH3 in MeOH is added as the reaction progresses if necessary. The reaction mixture is cooled to room temperature and diluted with EtOAc. The organic layer is washed with brine, dried over MgSO4, filtered, and concentrated under reduced pressure to give the crude product that is purified by trituration or fla...